This data is from the Open Reaction Database (ORD), a public repository of structured organic reaction records. The task is: describe an organic reaction: reactants, conditions, products, and yield Reactants: NC(=O)N (Urea), [O-]CC.[Na+] (sodium ethoxide), COC=1C=C(C=C(C1)OC)C=C(C(=O)O)C1=CC=C(C=C1)OC1=CC=C(C=C1)C=CC(=O)OCC (3-(3,5-dimethoxyphenyl)-2-{4-[4-(2-ethoxycarbonyl-vinyl)-phenoxy]-phenyl}-acrylic acid). Solvent: C(C)O (ethanol). Product: COC=1C=C(C=C(C1)OC)C=C(C(=O)O)C1=CC=C(C=C1)OC1=CC=C(C=C1)C=CC(NC(=O)N)=O (3-(3,5-dimethoxyphenyl)-2-{4-[4-(3-oxo-3-ureidopropenyl)-phenoxy]-phenyl}-acrylic acid). RXN SMILES: [NH2:1][C:2]([NH2:4])=[O:3].[O-]CC.[Na+].[CH3:9][O:10][C:11]1[CH:12]=[C:13]([CH:19]=[C:20]([C:24]2[CH:29]=[CH:28][C:27]([O:30][C:31]3[CH:36]=[CH:35][C:34]([CH:37]=[CH:38][C:39](OCC)=[O:40])=[CH:33][CH:32]=3)=[CH:26][CH:25]=2)[C:21]([OH:23])=[O:22])[CH:14]=[C:15]([O:17][CH3:18])[CH:16]=1>C(O)C>[CH3:18][O:17][C:15]1[CH:14]=[C:13]([CH:19]=[C:20]([C:24]2[CH:29]=[CH:28][C:27]([O:30][C:31]3[CH:32]=[CH:33][C:34]([CH:37]=[CH:38][C:39](=[O:40])[NH:1][C:2]([NH2:4])=[O:3])=[CH:35][CH:36]=3)=[CH:26][CH:25]=2)[C:21]([OH:23])=[O:22])[CH:12]=[C:11]([O:10][CH3:9])[CH:16]=1 |f:1.2|. Procedure details: Urea (0.21 g, 3.58 mmol) was dissolved in sodium ethoxide (2.7 M, 2.2 mL, 5.92 mmol) at 80° C. under argon, and to this a solution of 4 (1.14 g, 2.37 mmol) in anhydrous ethanol (15 mL) was added and heated at this temperature for 13 hr. Ethanol was evaporated under reduced pressure, water (20 mL) was added, acidified to pH 1 by 5% aqueous HCl and extracted with ethyl acetate (50 mL). The organic layer was washed with water (2×25 mL), brine (2×20 mL), dried over anhydrous magnesium sulfate and ev... Reactants: [Cl-], Cc1cc(Cl)ccc1NC(=O)Nc1cn(Cc2ccc(C(F)(F)F)cc2)c(C(=O)O)n1, NCCO, [Na+], CN(C)C=O, O. The product is Cc1cc(Cl)ccc1NC(=O)Nc1cn(Cc2ccc(C(F)(F)F)cc2)c(C(=O)NCCO)n1. RXN SMILES: [Cl-:38].[Cl:1][c:2]1[cH:3][c:4]([CH3:31])[c:5]([NH:8][C:9](=[O:10])[NH:11][c:12]2[n:13][c:14]([C:28](=[O:29])[OH:30])[n:15]([CH2:17][c:18]3[cH:19][cH:20][c:21]([C:24]([F:25])([F:26])[F:27])[cH:22][cH:23]3)[cH:16]2)[cH:6][cH:7]1.[NH2:33][CH2:34][CH2:35][OH:36].[Na+:37].[O:39]=[CH:40][N:41]([CH3:42])[CH3:43].[OH2:32]>>[Cl:1][c:2]1[cH:3][c:4]([CH3:31])[c:5]([NH:8][C:9](=[O:10])[NH:11][c:12]2[n:13][c:14]([C:28](=[O:30])[NH:33][CH2:34][CH2:35][OH:36])[n:15]([CH2:17][c:18]3[cH:19][cH:20][c:21]([C:24]([F:25])([F:26])[F:27])[cH:22][cH:23]3)[cH:16]2)[cH:6][cH:7]1. The reactants are O=C([O-])O, CC#N, COc1ccc(C(=O)c2ccc(C)cc2)c(C)c1, ClC(Cl)Cl, [Na+]. The product is COc1ccc(Cc2ccc(C)cc2)c(C)c1. Reaction SMILES: [C:23](=[O:24])([OH:25])[O-:26].[CH3:28][C:29]#[N:30].[CH3:5][O:6][c:7]1[cH:8][c:9]([CH3:22])[c:10]([C:13](=[O:14])[c:15]2[cH:16][cH:17][c:18]([CH3:21])[cH:19][cH:20]2)[cH:11][cH:12]1.[CH:1]([Cl:2])([Cl:3])[Cl:4].[Na+:27]>>[CH3:5][O:6][c:7]1[cH:8][c:9]([CH3:22])[c:10]([CH2:13][c:15]2[cH:16][cH:17][c:18]([CH3:21])[cH:19][cH:20]2)[cH:11][cH:12]1. Reactants: CN1CCCN(c2ccc(CN)cc2)CC1, CS(C)=O, O=C(Nc1ccc(Cl)cn1)c1cccnc1Cl, [Na+], [OH-], O. Product: CN1CCCN(c2ccc(CNc3ncccc3C(=O)Nc3ccc(Cl)cn3)cc2)CC1. Reaction SMILES: [CH3:18][N:19]1[CH2:20][CH2:21][N:22]([c:26]2[cH:27][cH:28][c:29]([CH2:30][NH2:31])[cH:32][cH:33]2)[CH2:23][CH2:24][CH2:25]1.[CH3:36][S:37]([CH3:38])=[O:39].[Cl:1][c:2]1[n:3][cH:4][cH:5][cH:6][c:7]1[C:8](=[O:9])[NH:10][c:11]1[n:12][cH:13][c:14]([Cl:17])[cH:15][cH:16]1.[Na+:35].[OH-:34].[OH2:40]>>[c:2]1([NH:31][CH2:30][c:29]2[cH:28][cH:27][c:26]([N:22]3[CH2:21][CH2:20][N:19]([CH3:18])[CH2:25][CH2:24][CH2:23]3)[cH:33][cH:32]2)[n:3][cH:4][cH:5][cH:6][c:7]1[C:8](=[O:9])[NH:10][c:11]1[n:12][cH:13][c:14]([Cl:17])[cH:15][cH:16]1. The reactants are CCNCc1nc2ccccc2cc1-c1cc(CC(=O)OCC)ccc1OC, O=C(Cl)C1CC1. The product is CCOC(=O)Cc1ccc(OC)c(-c2cc3ccccc3nc2CN(CC)C(=O)C2CC2)c1. As a reaction SMILES: [CH2:1]([CH3:2])[O:3][C:4]([CH2:5][c:6]1[cH:7][c:8](-[c:14]2[c:15]([CH2:24][NH:25][CH2:26][CH3:27])[n:16][c:17]3[cH:18][cH:19][cH:20][cH:21][c:22]3[cH:23]2)[c:9]([O:12][CH3:13])[cH:10][cH:11]1)=[O:28].[CH:29]1([C:32](=[O:33])[Cl:34])[CH2:30][CH2:31]1>>[CH2:1]([CH3:2])[O:3][C:4]([CH2:5][c:6]1[cH:7][c:8](-[c:14]2[c:15]([CH2:24][N:25]([CH2:26][CH3:27])[C:32]([CH:29]3[CH2:30][CH2:31]3)=[O:33])[n:16][c:17]3[cH:18][cH:19][cH:20][cH:21][c:22]3[cH:23]2)[c:9]([O:12][CH3:13])[cH:10][cH:11]1)=[O:28].